From a dataset of the Open Reaction Database (ORD), a public repository of structured organic reaction records. describe an organic reaction: reactants, conditions, products, and yield Reactants: CCCC[N+](CCCC)(CCCC)CCCC, C1CCOC1, COc1ccc(-n2nc(CC(C(=O)O)c3cn(COCC[Si](C)(C)C)c4ccccc34)cc2-c2ccc(C)cc2)cc1, CCOC(C)=O, [F-]. Product: COc1ccc(-n2nc(CC(C(=O)O)c3c[nH]c4ccccc34)cc2-c2ccc(C)cc2)cc1. RXN SMILES: [CH2:44]([N+:45]([CH2:46][CH2:47][CH2:48][CH3:49])([CH2:50][CH2:51][CH2:52][CH3:53])[CH2:54][CH2:55][CH2:56][CH3:57])[CH2:58][CH2:59][CH3:60].[CH2:61]1[O:62][CH2:63][CH2:64][CH2:65]1.[CH3:1][O:2][c:3]1[cH:4][cH:5][c:6](-[n:9]2[n:10][c:11]([CH2:21][CH:22]([C:23](=[O:24])[OH:25])[c:26]3[cH:27][n:28]([CH2:35][O:36][CH2:37][CH2:38][Si:39]([CH3:40])([CH3:41])[CH3:42])[c:29]4[cH:30][cH:31][cH:32][cH:33][c:34]34)[cH:12][c:13]2-[c:14]2[cH:15][cH:16][c:17]([CH3:20])[cH:18][cH:19]2)[cH:7][cH:8]1.[CH3:66][CH2:67][O:68][C:69]([CH3:70])=[O:71].[F-:43]>>[CH3:1][O:2][c:3]1[cH:4][cH:5][c:6](-[n:9]2[n:10][c:11]([CH2:21][CH:22]([C:23](=[O:24])[OH:25])[c:26]3[cH:27][nH:28][c:29]4[cH:30][cH:31][cH:32][cH:33][c:34]34)[cH:12][c:13]2-[c:14]2[cH:15][cH:16][c:17]([CH3:20])[cH:18][cH:19]2)[cH:7][cH:8]1.